From a dataset of the Open Reaction Database (ORD), a public repository of structured organic reaction records. describe an organic reaction: reactants, conditions, products, and yield Starting materials: OC1=C(C=O)C=C(C=C1)[N+](=O)[O-] (2-hydroxy-5-nitrobenzaldehyde), C(C)(C)I (isopropyl iodide), C([O-])([O-])=O.[K+].[K+] (potassium carbonate). Run in CN(C)C=O (DMF), C(C)(=O)OCC (ethyl acetate). Conditions: temperature 95 celsius. Product: C(C)(C)OC1=C(C=O)C=C(C=C1)[N+](=O)[O-] (2-Isopropoxy-5-nitrobenzaldehyde). The yield is 89.2%. RXN SMILES: [OH:1][C:2]1[CH:9]=[CH:8][C:7]([N+:10]([O-:12])=[O:11])=[CH:6][C:3]=1[CH:4]=[O:5].[CH:13](I)([CH3:15])[CH3:14].C(=O)([O-])[O-].[K+].[K+]>CN(C=O)C.C(OCC)(=O)C>[CH:13]([O:1][C:2]1[CH:9]=[CH:8][C:7]([N+:10]([O-:12])=[O:11])=[CH:6][C:3]=1[CH:4]=[O:5])([CH3:15])[CH3:14] |f:2.3.4|. Reported procedure: To commercially available 2-hydroxy-5-nitrobenzaldehyde (500 mg, 3.0 mmol) in DMF (10 mL) in a sealable tube was added isopropyl iodide (1.02 g, 6.0 mmol) and potassium carbonate (1.7 g, 12 mmol). The tube was sealed and heated to 95° C. overnight. After cooling to rt, the reaction was diluted with ethyl acetate. The layers were separated, and the organic layer was washed with brine, then concentrated and purified via silica gel chromatography (10-20% ethyl acetate/hexane) to provide 8A (560 mg,...